This data is from the Open Reaction Database (ORD), a public repository of structured organic reaction records. The task is: describe an organic reaction: reactants, conditions, products, and yield Starting materials: NC1C(CC(NC1C1=CC=CC=C1)=O)C1=CC=CC=C1 (5 -amino-4,6-diphenyl-2-oxopiperidine), Cl (hydrogen chloride), COC1=C(C=O)C=CC=C1 (2-methoxybenzaldehyde). Run in CO (methanol), CO (methanol). Run at time 8 hour. Product: C1(=CC=CC=C1)C1CC(NC(C1NCC1=C(C=CC=C1)OC)C1=CC=CC=C1)=O (4,6-diphenyl-5-(2-methoxybenzylamino)-2-oxopiperidine). Yield: 15.7%. RXN SMILES: [NH2:1][CH:2]1[CH:7]([C:8]2[CH:13]=[CH:12][CH:11]=[CH:10][CH:9]=2)[NH:6][C:5](=[O:14])[CH2:4][CH:3]1[C:15]1[CH:20]=[CH:19][CH:18]=[CH:17][CH:16]=1.Cl.[CH3:22][O:23][C:24]1[CH:31]=[CH:30][CH:29]=[CH:28][C:25]=1[CH:26]=O>CO>[C:15]1([CH:3]2[CH:2]([NH:1][CH2:26][C:25]3[CH:28]=[CH:29][CH:30]=[CH:31][C:24]=3[O:23][CH3:22])[CH:7]([C:8]3[CH:13]=[CH:12][CH:11]=[CH:10][CH:9]=3)[NH:6][C:5](=[O:14])[CH2:4]2)[CH:20]=[CH:19][CH:18]=[CH:17][CH:16]=1. Procedure: Under a nitrogen atmosphere in a round bottom flask were placed 500 mg (1.9 mmol) of 5 -amino-4,6-diphenyl-2-oxopiperidine and 5 mL of methanol. To the system was added 1 g of 3 Å molecular sieves, and the pH of the mixture was adjusted to 4.5 using methanol saturated with hydrogen chloride. To this system was added 284 mg (2.1 mmol) of 2-methoxybenzaldehyde, and the mixture was stirred at room temperature overnight. The mixture was filtered through diatomaceous earth (Celite (trademark)), the f...